From a dataset of the Open Reaction Database (ORD), a public repository of structured organic reaction records. describe an organic reaction: reactants, conditions, products, and yield The reactants are ClC1=NC(=NC(=N1)Cl)N1C(CC(CC1(C)C)OCCCCCC)(C)C (2,4-Dichloro-6-(2,2,6,6-tetramethyl-4-hexyloxypiperidin-1-yl)-1,3,5-triazine), N1CCOCC1 (morpholine). Solvent: O (water). The product is O1CCN(CC1)C1=NC(=NC(=N1)N1CCOCC1)N1C(CC(CC1(C)C)OCCCCCC)(C)C (2,4-Dimorpholino-6-(2,2,6,6-tetramethyl-4-hexyloxypiperidin-1-yl)-1,3,5-triazine). RXN SMILES: Cl[C:2]1[N:7]=[C:6](Cl)[N:5]=[C:4]([N:9]2[C:14]([CH3:16])([CH3:15])[CH2:13][CH:12]([O:17][CH2:18][CH2:19][CH2:20][CH2:21][CH2:22][CH3:23])[CH2:11][C:10]2([CH3:25])[CH3:24])[N:3]=1.[NH:26]1[CH2:31][CH2:30][O:29][CH2:28][CH2:27]1>O>[O:29]1[CH2:30][CH2:31][N:26]([C:2]2[N:7]=[C:6]([N:26]3[CH2:31][CH2:30][O:29][CH2:28][CH2:27]3)[N:5]=[C:4]([N:9]3[C:14]([CH3:16])([CH3:15])[CH2:13][CH:12]([O:17][CH2:18][CH2:19][CH2:20][CH2:21][CH2:22][CH3:23])[CH2:11][C:10]3([CH3:25])[CH3:24])[N:3]=2)[CH2:27][CH2:28]1. Reported procedure: 9.7 g of the product from Example 10 are heated under reflux for 3 hours with 50 ml of morpholine. The orange reaction mixture is poured into water. The crude product precipitating during this is dissolved in ethyl acetate and purified chromatographically on an SiO2 column. The purified product is a viscous material. Starting materials: COC(C=CC1=CC(=CC=2N=CN(C21)C2=CC=CC=C2)C(F)(F)F)=O (3-(3-phenyl-6-trifluoromethyl-3H-benzimidazol-4-yl)acrylic acid methyl ester), CN1CCN(CC1)C(C=CC1=CC(=CC=2N=CN(C21)C2=CC=CC=C2)C(F)(F)F)=O (1-(4-methylpiperazin-1-yl)-3-(3-phenyl-6-trifluoromethyl-3H-benzimidazol-4-yl)prop-2-en-1-one). Yields the product C1(=CC=CC=C1)N1C=NC2=C1C(=CC(=C2)C(F)(F)F)C=CC(=O)N2CCC(CC2)C(F)(F)F (3-(3-Phenyl-6-trifluoromethyl-3H-benzimidazol-4-yl)-1-(4-trifluoromethyl-piperidin-1-yl)prop-2-en-1-one). As a reaction SMILES: C[O:2][C:3](=O)[CH:4]=[CH:5][C:6]1[C:14]2[N:13]([C:15]3[CH:20]=[CH:19][CH:18]=[CH:17][CH:16]=3)[CH:12]=[N:11][C:10]=2[CH:9]=[C:8]([C:21]([F:24])([F:23])[F:22])[CH:7]=1.CN1CCN(C(=O)C=CC2C3N(C4C=CC=CC=4)[CH:42]=[N:41][C:40]=3[CH:39]=[C:38]([C:51]([F:54])([F:53])[F:52])[CH:37]=2)CC1>>[C:15]1([N:13]2[C:14]3[C:6]([CH:5]=[CH:4][C:3]([N:41]4[CH2:42][CH2:37][CH:38]([C:51]([F:54])([F:53])[F:52])[CH2:39][CH2:40]4)=[O:2])=[CH:7][C:8]([C:21]([F:22])([F:24])[F:23])=[CH:9][C:10]=3[N:11]=[CH:12]2)[CH:20]=[CH:19][CH:18]=[CH:17][CH:16]=1. Procedure: This was prepared from 3-(3-phenyl-6-trifluoromethyl-3H-benzimidazol-4-yl)acrylic acid methyl ester in a similar manner to 1-(4-methylpiperazin-1-yl)-3-(3-phenyl-6-trifluoromethyl-3H-benzimidazol-4-yl)prop-2-en-1-one. The oily residue was purified by preparative LCMS to afford, after removal of the solvent, the title compound as a white solid (40 mg, 12%), m/z 468.2 (M+H)+. The reactants are Br, C1COCCO1, [Cu]Br, Nc1ccc(F)c(-c2ccc(F)cn2)c1, O=N[O-], [NH4+], [Na+], [Na+], [OH-], [OH-], O. Yields the product Fc1ccc(-c2cc(Br)ccc2F)nc1. Reaction SMILES: [BrH:24].[CH2:25]1[O:26][CH2:27][CH2:28][O:29][CH2:30]1.[Cu:32][Br:33].[F:1][c:2]1[c:3](-[c:9]2[n:10][cH:11][c:12]([F:15])[cH:13][cH:14]2)[cH:4][c:5]([NH2:8])[cH:6][cH:7]1.[N:16]([O-:17])=[O:18].[NH4+:22].[Na+:19].[Na+:21].[OH-:20].[OH-:23].[OH2:31]>>[F:1][c:2]1[c:3](-[c:9]2[n:10][cH:11][c:12]([F:15])[cH:13][cH:14]2)[cH:4][c:5]([Br:24])[cH:6][cH:7]1. Starting materials: Cc1c(NC2=NCCN2C(=O)OC(C)(C)C)cn2ncc(C#N)c(Nc3ccc(Oc4ccccc4)cc3)c12, ClCCl, O=C(O)C(F)(F)F, O. The product is O=C(O)C(F)(F)F, Cc1c(NC2=NCCN2)cn2ncc(C#N)c(Nc3ccc(Oc4ccccc4)cc3)c12. Reaction SMILES: [C:1]([O:2][C:3](=[O:4])[N:8]1[C:9]([NH:13][c:14]2[c:15]([CH3:39])[c:16]3[n:17]([n:18][cH:19][c:20]([C:36]#[N:37])[c:21]3[NH:22][c:23]3[cH:24][cH:25][c:26]([O:29][c:30]4[cH:31][cH:32][cH:33][cH:34][cH:35]4)[cH:27][cH:28]3)[cH:38]2)=[N:10][CH2:11][CH2:12]1)([CH3:5])([CH3:6])[CH3:7].[Cl:48][CH2:49][Cl:50].[F:40][C:41]([C:42](=[O:43])[OH:44])([F:45])[F:46].[OH2:47]>>[F:40][C:41]([C:42](=[O:43])[OH:44])([F:45])[F:46].[N:8]1=[C:9]([NH:13][c:14]2[c:15]([CH3:39])[c:16]3[n:17]([n:18][cH:19][c:20]([C:36]#[N:37])[c:21]3[NH:22][c:23]3[cH:24][cH:25][c:26]([O:29][c:30]4[cH:31][cH:32][cH:33][cH:34][cH:35]4)[cH:27][cH:28]3)[cH:38]2)[NH:10][CH2:11][CH2:12]1. Starting materials: C(C)(=O)Cl (Acetyl chloride), OCC1(CN(CC1)C(C1=CC=C(C=C1)OC)=O)C(=O)O (3-hydroxymethyl-1-(4-methoxy-benzoyl)-pyrrolidine-3-carboxylic acid), O (Water). The solvent is C(C)O (ethanol). Reaction conditions: temperature 80 celsius. Product: C(C)OC(=O)C1(CN(CC1)C(C1=CC=C(C=C1)OC)=O)CO (3-Hydroxymethyl-1-(4-methoxy-benzoyl)-pyrrolidine-3-carboxylic acid ethyl ester). Isolated yield 60.9%. RXN SMILES: [C:1](Cl)(=[O:3])[CH3:2].[OH:5][CH2:6][C:7]1([C:22](O)=[O:23])[CH2:11][CH2:10][N:9]([C:12](=[O:21])[C:13]2[CH:18]=[CH:17][C:16]([O:19][CH3:20])=[CH:15][CH:14]=2)[CH2:8]1.O>C(O)C>[CH2:1]([O:3][C:6]([C:7]1([CH2:22][OH:23])[CH2:11][CH2:10][N:9]([C:12](=[O:21])[C:13]2[CH:18]=[CH:17][C:16]([O:19][CH3:20])=[CH:15][CH:14]=2)[CH2:8]1)=[O:5])[CH3:2]. Reported procedure: Acetyl chloride (80.2 mL, 1130 mmol) was added to a suspension of 3-hydroxymethyl-1-(4-methoxy-benzoyl)-pyrrolidine-3-carboxylic acid (210.0 g, 751.9 mmol) (see Preparation 9) in ethanol (2100 mL) and the reaction mixture was heated at 80° C. for 4 hours. Water (200 mL) was added then ethanol was removed by concentration under reduced pressure. The aqueous residue was partitioned between ethyl acetate (2 L) and saturated aqueous NaHCO3 (1500 mL). The organic layer was separated, washed with wate...